Dataset: the Open Reaction Database (ORD), a public repository of structured organic reaction records. Task: describe an organic reaction: reactants, conditions, products, and yield Starting materials: COC1=C(C(=O)O)C=C(C(=C1)N)S(=O)(=O)CC (2-methoxy-4-amino-5-ethylsulphonyl benzoic acid), O (water), C1(CCCCC1)N1C(CCC1)(CN)C (1-cyclohexyl-methyl-2-aminomethyl pyrrolidine), ClC(=O)OCC (ethyl chloroformate). Run in C(C)N(CC)CC (triethylamine), CC(=O)C (acetone). Reaction conditions: temperature 0 celsius, time 40 minute. Product: C1(CCCCC1)N1C(CCC1)C(NC(C1=C(C=C(C(=C1)S(=O)(=O)CC)N)OC)=O)C (N-(1-cyclohexyl methyl-2-pyrrolidinyl-methyl)-2-methoxy-4-amino-5-ethylsulphonyl-benzamide). RXN SMILES: [CH3:1][O:2][C:3]1[CH:11]=[C:10]([NH2:12])[C:9]([S:13]([CH2:16][CH3:17])(=[O:15])=[O:14])=[CH:8][C:4]=1[C:5]([OH:7])=O.O.Cl[C:20](OCC)=O.[CH:25]1([N:31]2[CH2:35][CH2:34][CH2:33][C:32]2(C)[CH2:36][NH2:37])[CH2:30][CH2:29][CH2:28][CH2:27][CH2:26]1>C(N(CC)CC)C.CC(C)=O>[CH:25]1([N:31]2[CH2:35][CH2:34][CH2:33][CH:32]2[CH:36]([CH3:20])[NH:37][C:5](=[O:7])[C:4]2[CH:8]=[C:9]([S:13]([CH2:16][CH3:17])(=[O:15])=[O:14])[C:10]([NH2:12])=[CH:11][C:3]=2[O:2][CH3:1])[CH2:26][CH2:27][CH2:28][CH2:29][CH2:30]1. Reported procedure: 25.9 g of 2-methoxy-4-amino-5-ethylsulphonyl benzoic acid, 40 ml of water, 200 ml of acetone and 13.9 ml of triethylamine (density 0.726) are placed in a 500 ml flask fitted with an agitator, a thermometer and a dropping funnel. The solution is cooled to about 0° to 5° C. and 10.9 g of ethyl chloroformate is dripped in. The mixture is agitated for 40 minutes at about 0° C., then 19.6 g of 1-cyclohexyl-methyl-2-aminomethyl pyrrolidine is added drop by drop. The mixture is agitated for 2 hours at ...